This data is from the Open Reaction Database (ORD), a public repository of structured organic reaction records. The task is: describe an organic reaction: reactants, conditions, products, and yield Starting materials: Cl, Cl, Cl, O=C(O)CC(F)(F)F, NC1CCC(CCN2CCN(c3nccc4c3OCC4)CC2)CC1. Product: O=C(CC(F)(F)F)NC1CCC(CCN2CCN(c3nccc4c3OCC4)CC2)CC1. Reaction SMILES: [ClH:1].[ClH:2].[ClH:3].[F:28][C:29]([CH2:30][C:31](=[O:32])[OH:33])([F:34])[F:35].[O:4]1[CH2:5][CH2:6][c:7]2[c:8]1[c:9]([N:13]1[CH2:14][CH2:15][N:16]([CH2:19][CH2:20][CH:21]3[CH2:22][CH2:23][CH:24]([NH2:27])[CH2:25][CH2:26]3)[CH2:17][CH2:18]1)[n:10][cH:11][cH:12]2>>[O:4]1[CH2:5][CH2:6][c:7]2[c:8]1[c:9]([N:13]1[CH2:14][CH2:15][N:16]([CH2:19][CH2:20][CH:21]3[CH2:22][CH2:23][CH:24]([NH:27][C:31]([CH2:30][C:29]([F:28])([F:34])[F:35])=[O:32])[CH2:25][CH2:26]3)[CH2:17][CH2:18]1)[n:10][cH:11][cH:12]2.